Dataset: the Open Reaction Database (ORD), a public repository of structured organic reaction records. Task: describe an organic reaction: reactants, conditions, products, and yield Starting materials: O=C1C(CCCC1)N1CCC2(C(NCN2C2=CC=CC=C2)=O)CC1 (rac-8-(2-oxo-cyclohexyl)-1-phenyl-1,3,8-triaza-spiro[4.5]decan-4-one), N1=CC=C(C=C1)[Li] (4-pyridyl-lithium), (rac,cis)-8-(2-hydroxy-2-phenyl-cyclohexyl)-1-(3-methyl-butyl)-1,3,8-triaza-spiro[4.5]decan-4-one. Yields the product OC1(C(CCCC1)N1CCC2(C(NCN2C2=CC=CC=C2)=O)CC1)C1=CC=NC=C1 (8-(2-Hydroxy-2-pyridin-4-yl-cyclohexyl)-1-phenyl-1,3,8-triaza-spiro[4.5]decan-4-one). RXN SMILES: [O:1]=[C:2]1[CH2:7][CH2:6][CH2:5][CH2:4][CH:3]1[N:8]1[CH2:24][CH2:23][C:11]2([N:15]([C:16]3[CH:21]=[CH:20][CH:19]=[CH:18][CH:17]=3)[CH2:14][NH:13][C:12]2=[O:22])[CH2:10][CH2:9]1.[N:25]1[CH:30]=[CH:29][C:28]([Li])=[CH:27][CH:26]=1>>[OH:1][C:2]1([C:28]2[CH:29]=[CH:30][N:25]=[CH:26][CH:27]=2)[CH2:7][CH2:6][CH2:5][CH2:4][CH:3]1[N:8]1[CH2:9][CH2:10][C:11]2([N:15]([C:16]3[CH:21]=[CH:20][CH:19]=[CH:18][CH:17]=3)[CH2:14][NH:13][C:12]2=[O:22])[CH2:23][CH2:24]1. Procedure details: The title compound was prepared from rac-8-(2-oxo-cyclohexyl)-1-phenyl-1,3,8-triaza-spiro[4.5]decan-4-one and 4-pyridyl-lithium in analogy of the procedure described for the synthesis of (rac,cis)-8-(2-hydroxy-2-phenyl-cyclohexyl)-1-(3-methyl-butyl)-1,3,8-triaza-spiro[4.5]decan-4-one (Example 73e). (rac,cis) 8-(2-Hydroxy-2-pyridin-4-yl-cyclohexyl)-1-phenyl-1,3,8-triaza-spiro[4.5]decan-4-one was obtained as colorless solid, MS (ISP): 407.4 MH+. Reactants: N(=O)OC(C)(C)C (t-butyl nitrite), C(C=C)OC1=CC2=C([N+](=C(N=[N+]2[O-])N)[O-])C=C1 (7-allyloxy-3-amino-1,2,4-benzotriazine-1,4-dioxide), N(=O)OC(C)(C)C (t-butyl nitrite). Run in CN(C)C=O (DMF). Run at time 30 minute. The product is C(C=C)OC1=CC2=C(N=CN=N2)C=C1 (7-Allyloxy-1,2,4-benzotriazine). Isolated yield 44.0%. Reaction SMILES: N(OC(C)(C)C)=O.[CH2:8]([O:11][C:12]1[CH:24]=[CH:23][C:15]2[N+:16]([O-])=[C:17](N)[N:18]=[N+:19]([O-])[C:14]=2[CH:13]=1)[CH:9]=[CH2:10]>CN(C=O)C>[CH2:8]([O:11][C:12]1[CH:24]=[CH:23][C:15]2[N:16]=[CH:17][N:18]=[N:19][C:14]=2[CH:13]=1)[CH:9]=[CH2:10]. Procedure details: To a stirred solution of t-butyl nitrite (271 mg, 0.312 ml, 2.63 mmol) in DMF (15 ml) at 60°-65° C. was added 7-allyloxy-3-amino-1,2,4-benzotriazine-1,4-dioxide 23 (205 mg, 0.875 mmol) in small portions over 5 min. After 30 min additional t-butyl nitrite (271 mg, 0.312 ml, 2.63 mmol) was added, and shortly thereafter the deep red solution effervesced and lightened appreciably in color over a period of a few minutes. After an additional 30 min the resultant orange solution was reduced under vacuu... Starting materials: COC(=O)C1=CC=CC=2N(C3=CC=CC=C3C12)C1=CC(=C(C=C1)C#N)Br (9-(3-bromo-4-cyanophenyl)-9H-carbazole-4-carboxylic acid methyl ester), C([O-])([O-])=O.[K+].[K+] (potassium carbonate), C(C)(=O)N (acetamide), CN[C@H]1[C@@H](CCCC1)NC (trans-N,N′-dimethylcyclohexane-1,2-diamine). The reagents and catalysts are [Cu](I)I (copper iodide). Solvent: O1CCOCC1 (dioxane), C(C)(=O)OCC (ethyl acetate). Run at temperature 160 celsius. The product is COC(=O)C1=CC=CC=2N(C3=CC=CC=C3C12)C1=CC(=C(C=C1)C#N)NC(C)=O (9-(3-acetylamino-4-cyanophenyl)-9H-carbazole-4-carboxylic acid methyl ester). Yield: 54.2%. As a reaction SMILES: [CH3:1][O:2][C:3]([C:5]1[C:17]2[C:16]3[C:11](=[CH:12][CH:13]=[CH:14][CH:15]=3)[N:10]([C:18]3[CH:23]=[CH:22][C:21]([C:24]#[N:25])=[C:20](Br)[CH:19]=3)[C:9]=2[CH:8]=[CH:7][CH:6]=1)=[O:4].[C:27]([NH2:30])(=[O:29])[CH3:28].CN[C@@H]1CCCC[C@H]1NC.C(=O)([O-])[O-].[K+].[K+]>O1CCOCC1.[Cu](I)I.C(OCC)(=O)C>[CH3:1][O:2][C:3]([C:5]1[C:17]2[C:16]3[C:11](=[CH:12][CH:13]=[CH:14][CH:15]=3)[N:10]([C:18]3[CH:23]=[CH:22][C:21]([C:24]#[N:25])=[C:20]([NH:30][C:27](=[O:29])[CH3:28])[CH:19]=3)[C:9]=2[CH:8]=[CH:7][CH:6]=1)=[O:4] |f:3.4.5|. Reported procedure: In a microwave reactor, a mixture of 1.015 g of 9-(3-bromo-4-cyanophenyl)-9H-carbazole-4-carboxylic acid methyl ester, obtained according to stage 3 of Example 1, 444 mg of acetamide, 71 mg of trans-N,N′-dimethylcyclohexane-1,2-diamine, 1.039 g of potassium carbonate and 95 mg of copper iodide in 20 ml of dioxane is heated at 160° C. for 1.5 hours. The reaction medium is poured into 200 ml of ethyl acetate. The organic phase is washed with 100 ml of a saturated solution of sodium bicarbonate. Th... Starting materials: carbon-18, IC1=C2C(C=C(NC2=CC(=C1)C)C(=O)OCC)=O (ethyl 5-iodo-7-methyl-4-oxo-1,4-dihydroquinoline-2-carboxylate), IC1=CC(=C2C(C=C(NC2=C1)C(=O)OCC)=O)C (ethyl 7-iodo-5-methyl-4-oxo-1,4-dihydroquinoline-2-carboxylate), [OH-].[Na+] (sodium hydroxide), carboxylic acids. Yields the product mixture, IC1=C2C(C=C(NC2=CC(=C1)C)C(=O)O)=O (5-iodo-7-methyl-4-oxo-1,4-dihydroquinoline-2-carboxylic acid). Reaction SMILES: [I:1][C:2]1[CH:11]=[C:10]([CH3:12])[CH:9]=[C:8]2[C:3]=1[C:4](=[O:18])[CH:5]=[C:6]([C:13]([O:15]CC)=[O:14])[NH:7]2.IC1C=C2C(C(=O)C=C(C(OCC)=O)N2)=C(C)C=1.[OH-].[Na+]>>[I:1][C:2]1[CH:11]=[C:10]([CH3:12])[CH:9]=[C:8]2[C:3]=1[C:4](=[O:18])[CH:5]=[C:6]([C:13]([OH:15])=[O:14])[NH:7]2 |f:2.3|. Procedure details: Treatment of a mixture of ethyl 5-iodo-7-methyl-4-oxo-1,4-dihydroquinoline-2-carboxylate and ethyl 7-iodo-5-methyl-4-oxo-1,4-dihydroquinoline-2-carboxylate (0.449 g) with sodium hydroxide (0.20 g) as described in Example 1c gave a mixture of the corresponding carboxylic acids. Chromatography of this mixture (0.220 g) on a reverse phase carbon-18 column gave 5-iodo-7-methyl-4-oxo-1,4-dihydroquinoline-2-carboxylic acid (12 mg), mp 306° C. δ (360 MHz, DMSO-d6) 2.33 (3H, s, CH3), 6.55 (1H, s, 3-H) a... The reactants are NC=1C=CC(=C(C1)CCC=1C=C(C=NC1)NC(OC(C)(C)C)=O)NC(=O)OC(C)(C)C (tert-butyl [5-(2-{5-amino-2-[(tert-butoxycarbonyl)amino]phenyl}ethyl)pyridin-3-yl]carbamate), ClC1=NC=C(C(=N1)Cl)Cl (2,4,5-trichloropyrimidine). The product is C(C)(C)(C)OC(=O)NC1=C(C=C(C=C1)NC1=NC(=NC=C1Cl)Cl)CCC=1C=C(C=NC1)NC(OC(C)(C)C)=O (tert-Butyl [5-(2-{2-[(tert-butoxycarbonyl)amino]-5-[(2,5-dichloropyrimidin-4-yl)amino]phenyl}ethyl)pyridin-3-yl]carbamate). The yield is 43.0%. As a reaction SMILES: [NH2:1][C:2]1[CH:3]=[CH:4][C:5]([NH:24][C:25]([O:27][C:28]([CH3:31])([CH3:30])[CH3:29])=[O:26])=[C:6]([CH2:8][CH2:9][C:10]2[CH:11]=[C:12]([NH:16][C:17](=[O:23])[O:18][C:19]([CH3:22])([CH3:21])[CH3:20])[CH:13]=[N:14][CH:15]=2)[CH:7]=1.[Cl:32][C:33]1[N:38]=[C:37](Cl)[C:36]([Cl:40])=[CH:35][N:34]=1>>[C:28]([O:27][C:25]([NH:24][C:5]1[CH:4]=[CH:3][C:2]([NH:1][C:35]2[C:36]([Cl:40])=[CH:37][N:38]=[C:33]([Cl:32])[N:34]=2)=[CH:7][C:6]=1[CH2:8][CH2:9][C:10]1[CH:11]=[C:12]([NH:16][C:17](=[O:23])[O:18][C:19]([CH3:22])([CH3:21])[CH3:20])[CH:13]=[N:14][CH:15]=1)=[O:26])([CH3:31])([CH3:30])[CH3:29]. Procedure: This compound was prepared according to the procedure of Example B19 step E, using tert-butyl [5-(2-{5-amino-2-[(tert-butoxycarbonyl)amino]phenyl}ethyl)pyridin-3-yl]carbamate and 2,4,5-trichloropyrimidine as the starting materials in 43% yield. LCMS calculated for C27H33Cl2N6O4(M+H)+: m/z=575.1, 577.1. Reactants: resulting solution, BrC=1C=C(SC1)C=O (4-bromothiophene-2-carboxaldehyde), S(O)(O)(=O)=O (sulfuric acid). Reagents/catalysts: [O-2].[Cr+6].[O-2].[O-2] (Chromium (VI) oxide). The solvent is CC(=O)C (acetone), O (water), O (water), O (water). Reaction conditions: temperature 0 celsius, time 2 hour. Product: BrC=1C=C(SC1)C(=O)O (4-Bromothiophene-2-carboxylic acid). As a reaction SMILES: S(=O)(=O)(O)[OH:2].[Br:6][C:7]1[CH:8]=[C:9]([CH:12]=[O:13])[S:10][CH:11]=1>O.CC(C)=O.[O-2].[Cr+6].[O-2].[O-2]>[Br:6][C:7]1[CH:8]=[C:9]([C:12]([OH:2])=[O:13])[S:10][CH:11]=1 |f:4.5.6.7|. Reported procedure: Chromium (VI) oxide (20 g), and concentrated sulfuric acid (32 g) were dissolved in water (50 mL) and when dissolution was complete, the volume was made up to 100 mL with water. 55 mL of the resulting solution was added dropwise to a solution of 4-bromothiophene-2-carboxaldehyde (19.1 g) in acetone (200 mL) stirred at 0° C. After 2 h, the solution was diluted with water and extracted with chloroform. The organic extracts were washed with water, then extracted with aqueous sodium hydroxide. The a... Reactants: O (water), [Si](C)(C)(C(C)(C)C)OCC[C@@H](C1=C(C=CC=C1)F)NC=1OC(C(S(N1)(=O)=O)C1=CC=C(C=C1)C(C)=O)(C)C (1-(4-{2-[(S)-3-(tert-butyldimethylsilanyloxy)-1-(2-fluorophenyl)propylamino]-6,6-dimethyl-4,4-dioxo-5,6-dihydro-4H-4lambda*6*-[1,4,3]oxathiazin-5-yl}phenyl)ethanone), [Cl-].[NH4+] (ammonium chloride), C[Mg]Br (methylmagnesium bromide). Solvent: C1CCOC1 (THF). Reaction conditions: time 30 minute. Yields the product FC1=C(C=CC=C1)[C@H](CCO)NC=1OC(C(S(N1)(=O)=O)C1=CC=C(C=C1)C(C)(C)O)(C)C ((S)-3-(2-Fluorophenyl)-3-{5-[4-(1-hydroxy-1-methylethyl)phenyl]-6,6-dimethyl-4,4-dioxo-5,6-dihydro-4H-4lambda*6*-[1,4,3]oxathiazin-2-ylamino}propan-1-ol). As a reaction SMILES: [Si]([O:8][CH2:9][CH2:10][C@H:11]([NH:19][C:20]1[O:21][C:22]([CH3:38])([CH3:37])[CH:23]([C:28]2[CH:33]=[CH:32][C:31]([C:34](=[O:36])[CH3:35])=[CH:30][CH:29]=2)[S:24](=[O:27])(=[O:26])[N:25]=1)[C:12]1[CH:17]=[CH:16][CH:15]=[CH:14][C:13]=1[F:18])(C(C)(C)C)(C)C.[CH3:39][Mg]Br.[Cl-].[NH4+].O>C1COCC1>[F:18][C:13]1[CH:14]=[CH:15][CH:16]=[CH:17][C:12]=1[C@@H:11]([NH:19][C:20]1[O:21][C:22]([CH3:37])([CH3:38])[CH:23]([C:28]2[CH:33]=[CH:32][C:31]([C:34]([OH:36])([CH3:39])[CH3:35])=[CH:30][CH:29]=2)[S:24](=[O:27])(=[O:26])[N:25]=1)[CH2:10][CH2:9][OH:8] |f:2.3|. Procedure: To a solution of 1-(4-{2-[(S)-3-(tert-butyldimethylsilanyloxy)-1-(2-fluorophenyl)propylamino]-6,6-dimethyl-4,4-dioxo-5,6-dihydro-4H-4lambda*6*-[1,4,3]oxathiazin-5-yl}phenyl)ethanone (174 mg) in THF (2.5 ml) was added dropwise, at −78° C., a solution of methylmagnesium bromide (1.4 M, 0.44 ml). After 30 min at −78° C., ammonium chloride solution was added to the mixture. After the addition of water, the mixture was extracted with ethyl acetate, dried over magnesium sulfate and concentrated. The r... The reactants are COC(NC(C(=O)N1C(CC(C1)(F)F)C=1NC(=CN1)C1=CC=C(C=C1)C1=CC2=CC=C(C=C2C=C1)C=1NC(=NC1)C1N(CCC1)C(C(C1=CC=CC=C1)NC(=O)OC)=O)C1CCOCC1)=O ([2-(4,4-Difluoro-2-{5-[4-(6-{2-[1-(2-methoxycarbonylamino-2-phenyl-acetyl)-pyrrolidin-2-yl]-3H-imidazol-4-yl}-naphthalen-2-yl)-phenyl]-1H-imidazol-2-yl}-pyrrolidin-1-yl)-2-oxo-1-(tetrahydro-pyran-4-yl)-ethyl]-carbamic acid methyl ester), C(C1=CC=CC=C1)OC(=O)N1C(CC(C1)(F)F)C=1NC(=CN1)C1=CC=C(C=C1)B1OC(C(O1)(C)C)(C)C (4,4-Difluoro-2-{5-[4-(4,4,5,5-tetramethyl-[1,3,2]dioxaborolan-2-yl)-phenyl]-1H-imidazol-2-yl}-pyrrolidine-1-carboxylic acid benzyl ester). The product is COC(NC(C(=O)N1CC2(CC2)CC1C=1NC(=CN1)C1=CC=C(C=C1)C1=CC2=CC=C(C=C2C=C1)C=1NC(=NC1)C1N(CCC1)C(C(C1=CC=CC=C1)NC(=O)OC)=O)C1CCOCC1)=O ([2-(6-{5-[4-(6-{2-[1-(2-Methoxycarbonylamino-2-phenyl-acetyl)-pyrrolidin-2-yl]-3H-imidazol-4-yl}-naphthalen-2-yl)-phenyl]-1H-imidazol-2-yl}-5-aza-spiro[2.4]hept-5-yl)-2-oxo-1-(tetrahydro-pyran-4-yl)-ethyl]-carbamic acid methyl ester). Yield: 44.0%. Reaction SMILES: [CH3:1][O:2][C:3](=[O:66])[NH:4][CH:5]([CH:60]1[CH2:65][CH2:64][O:63][CH2:62][CH2:61]1)[C:6]([N:8]1[CH2:12][C:11](F)(F)[CH2:10][CH:9]1[C:15]1[NH:16][C:17]([C:20]2[CH:25]=[CH:24][C:23]([C:26]3[CH:35]=[CH:34][C:33]4[C:28](=[CH:29][CH:30]=[C:31]([C:36]5[NH:37][C:38]([CH:41]6[CH2:45][CH2:44][CH2:43][N:42]6[C:46](=[O:59])[CH:47]([NH:54][C:55]([O:57][CH3:58])=[O:56])[C:48]6[CH:53]=[CH:52][CH:51]=[CH:50][CH:49]=6)=[N:39][CH:40]=5)[CH:32]=4)[CH:27]=3)=[CH:22][CH:21]=2)=[CH:18][N:19]=1)=[O:7].[CH2:67](OC(N1CC(F)(F)CC1C1NC(C2C=CC(B3OC(C)(C)C(C)(C)O3)=CC=2)=CN=1)=O)[C:68]1C=CC=CC=1>>[CH3:1][O:2][C:3](=[O:66])[NH:4][CH:5]([CH:60]1[CH2:65][CH2:64][O:63][CH2:62][CH2:61]1)[C:6]([N:8]1[CH:9]([C:15]2[NH:16][C:17]([C:20]3[CH:25]=[CH:24][C:23]([C:26]4[CH:35]=[CH:34][C:33]5[C:28](=[CH:29][CH:30]=[C:31]([C:36]6[NH:37][C:38]([CH:41]7[CH2:45][CH2:44][CH2:43][N:42]7[C:46](=[O:59])[CH:47]([NH:54][C:55]([O:57][CH3:58])=[O:56])[C:48]7[CH:53]=[CH:52][CH:51]=[CH:50][CH:49]=7)=[N:39][CH:40]=6)[CH:32]=5)[CH:27]=4)=[CH:22][CH:21]=3)=[CH:18][N:19]=2)[CH2:10][C:11]2([CH2:68][CH2:67]2)[CH2:12]1)=[O:7]. Reported procedure: [2-(6-{5-[4-(6-{2-[1-(2-Methoxycarbonylamino-2-phenyl-acetyl)-pyrrolidin-2-yl]-3H-imidazol-4-yl}-naphthalen-2-yl)-phenyl]-1H-imidazol-2-yl}-5-aza-spiro[2.4]hept-5-yl)-2-oxo-1-(tetrahydro-pyran-4-yl)-ethyl]-carbamic acid methyl ester (0.10 g, 44%) was prepared following the procedure for [2-(4,4-Difluoro-2-{5-[4-(6-{2-[1-(2-methoxycarbonylamino-2-phenyl-acetyl)-pyrrolidin-2-yl]-3H-imidazol-4-yl}-naphthalen-2-yl)-phenyl]-1H-imidazol-2-yl}-pyrrolidin-1-yl)-2-oxo-1-(tetrahydro-pyran-4-yl)-ethyl]-car... Starting materials: CC(C)C(C)(c1ccc(B2OC(C)(C)C(C)(C)O2)cc1)c1ccc(OCc2ccccn2)cn1, CC(C)C(C)(c1ccc(I)cc1)c1ccc(OCc2ccccn2)cn1. Product: CC(C)C(C)(c1ccc(B2OC(C)(C)C(C)(C)O2)cc1)c1ccc(O)cn1. RXN SMILES: [CH3:1][C:2]([CH:3]([CH3:4])[CH3:5])([c:6]1[cH:7][cH:8][c:9]([B:12]2[O:13][C:14]([CH3:19])([CH3:20])[C:15]([CH3:17])([CH3:18])[O:16]2)[cH:10][cH:11]1)[c:21]1[n:22][cH:23][c:24]([O:27][CH2:28][c:29]2[cH:30][cH:31][cH:32][cH:33][n:34]2)[cH:25][cH:26]1.[I:35][c:36]1[cH:37][cH:38][c:39]([C:40]([c:41]2[cH:42][cH:43][c:44]([O:45][CH2:46][c:47]3[cH:48][cH:49][cH:50][cH:51][n:52]3)[cH:53][n:54]2)([CH3:55])[CH:56]([CH3:57])[CH3:58])[cH:59][cH:60]1>>[CH3:1][C:2]([CH:3]([CH3:4])[CH3:5])([c:6]1[cH:7][cH:8][c:9]([B:12]2[O:13][C:14]([CH3:19])([CH3:20])[C:15]([CH3:17])([CH3:18])[O:16]2)[cH:10][cH:11]1)[c:21]1[n:22][cH:23][c:24]([OH:27])[cH:25][cH:26]1. The reactants are [OH-].[K+] (potassium hydroxide), acid chloride, C(C)C(C(=O)Cl)CC (2-ethyl butanoyl chloride), [OH-].[K+] (KOH), [O-]O.C(C)C(=O)CC (diethyl ketone hydroperoxide), acid chloride. The solvent is O (water), O (water), O (water), Petroleum ether. Reaction conditions: temperature 5 celsius. Yields the product C(C)C(C(=O)OOC(CC)(CC)OOC(C(CC)CC)=O)CC (3,3-Bis(2-Ethyl Butanoylperoxy)Pentane). As a reaction SMILES: [OH-:1].[K+].[O-:3][OH:4].[CH2:5]([C:7]([CH2:9][CH3:10])=[O:8])[CH3:6].[CH2:11]([CH:13]([CH2:17][CH3:18])[C:14](Cl)=[O:15])[CH3:12]>O>[CH2:11]([CH:13]([CH2:17][CH3:18])[C:14]([O:1][O:8][C:7]([O:3][O:4][C:14](=[O:15])[CH:13]([CH2:17][CH3:18])[CH2:11][CH3:12])([CH2:9][CH3:10])[CH2:5][CH3:6])=[O:15])[CH3:12] |f:0.1,2.3|. Procedure details: In a 250 ml round bottom flask equipped with a stirring motor and thermometer is placed 12.17 g of potassium hydroxide pellets (0.1875 moles 86.4% pure) and 16.3 g of water (0.997 total moles of water added, including the water contained in the KOH pellets). The solution is cooled to about 5° C. and then 17.42 g (0.075 moles, 58.55% pure) of diethyl ketone hydroperoxide monomer is added slowly. A solid forms and stirring is difficult. Petroleum ether (25 ml) is added to aid the stirring. Followi...